From a dataset of the Open Reaction Database (ORD), a public repository of structured organic reaction records. describe an organic reaction: reactants, conditions, products, and yield Reactants: Cl (hydrochloric acid), BrC1=CC=C(C=C1)CCC(=O)O (3-(4-Bromophenyl)propionic acid), S(=O)(Cl)Cl (thionyl chloride), [Cl-].[Al+3].[Cl-].[Cl-] (aluminum chloride). Solvent: ClCCl (dichloromethane). Product: BrC1=CC=C2CCC(C2=C1)=O (6-Bromo-1-indanone). As a reaction SMILES: [Br:1][C:2]1[CH:7]=[CH:6][C:5]([CH2:8][CH2:9][C:10]([OH:12])=O)=[CH:4][CH:3]=1.S(Cl)(Cl)=O.[Cl-].[Al+3].[Cl-].[Cl-].Cl>ClCCl>[Br:1][C:2]1[CH:3]=[C:4]2[C:5]([CH2:8][CH2:9][C:10]2=[O:12])=[CH:6][CH:7]=1 |f:2.3.4.5|. Reported procedure: 3-(4-Bromophenyl)propionic acid (162 g, 706 mmol) and thionyl chloride (155 mL, 2120 mmol) were refluxed for 90 minutes. The thionyl chloride was then removed under vacuum to yield an amber oil. This oil, aluminum chloride (109 g, 816 mmol), and dichloromethane (1000 mL) were refluxed for 90 minutes and then poured onto ice. Dilute hydrochloric acid was added and the mixture was extracted with diethyl ether. The organic layer was washed with 2N hydrochloric acid, water, aqueous sodium bicarbonat... Reactants: CC1(Cl)CC(C(=O)O)(C(F)(F)F)C1, CC(N)c1ccc(Cl)cc1, [Na+], [Na+], O=C([O-])[O-], C1COCCO1, O, O, O=S(Cl)Cl. As a reaction SMILES: [Cl:1][C:2]1([CH3:13])[CH2:3][C:4]([C:6](=[O:7])[OH:8])([C:9]([F:10])([F:11])[F:12])[CH2:5]1.[Cl:20][c:21]1[cH:22][cH:23][c:24]([CH:27]([NH2:28])[CH3:29])[cH:25][cH:26]1.[Na+:14].[Na+:15].[O-:16][C:17](=[O:18])[O-:19].[O:36]1[CH2:37][CH2:38][O:39][CH2:40][CH2:41]1.[OH2:30].[OH2:35].[S:31]([Cl:32])([Cl:33])=[O:34]>>[Cl:1][C:2]1([CH3:13])[CH2:3][C:4]([C:6](=[O:8])[NH:28][CH:27]([c:24]2[cH:23][cH:22][c:21]([Cl:20])[cH:26][cH:25]2)[CH3:29])([C:9]([F:10])([F:11])[F:12])[CH2:5]1. Product: CC(NC(=O)C1(C(F)(F)F)CC(C)(Cl)C1)c1ccc(Cl)cc1.